From a dataset of the Open Reaction Database (ORD), a public repository of structured organic reaction records. describe an organic reaction: reactants, conditions, products, and yield The reactants are C(C(=O)Cl)(=O)Cl (oxalyl chloride), C(C1=CC=CC=C1)N(CCN)C (N-benzyl-N-methylethylene-diamine), C(C)(C)OC1=C2C(C(=C(NC2=CC=N1)C)C(=O)O)C1=C(C=CC=C1)C(F)(F)F ((±)-1,4-dihydro-5-isopropoxy-2-methyl-4-(2-trifluoromethylphenyl)-1,6-naphthyridine-3-carboxylic acid), C([O-])([O-])=O.[Na+].[Na+] (sodium carbonate). Run in CCCCCC (n-hexane), C(C)OCC (diethyl ether), O1CCOCC1 (dioxan), CN(C=O)C (dimethylformamide). Run at temperature 20 celsius, time 20 minute. Product: Cl.Cl.C(C1=CC=CC=C1)N(C)CCNC(=O)C1=C(NC2=CC=NC(=C2C1C1=C(C=CC=C1)C(F)(F)F)OC(C)C)C ((±)-1,4-dihydro-5-isopropoxy-2-methyl-4-(2-trifluoromethylphenyl)-1,6-naphthyridine-3-carboxylic acid 2-(N-benzyl-N-methylamino)-ethylamide dihydrochloride). RXN SMILES: C(Cl)(=O)C([Cl:4])=O.[CH:7]([O:10][C:11]1[N:20]=[CH:19][CH:18]=[C:17]2[C:12]=1[CH:13]([C:25]1[CH:30]=[CH:29][CH:28]=[CH:27][C:26]=1[C:31]([F:34])([F:33])[F:32])[C:14]([C:22]([OH:24])=O)=[C:15]([CH3:21])[NH:16]2)([CH3:9])[CH3:8].[CH2:35]([N:42]([CH3:46])[CH2:43][CH2:44][NH2:45])[C:36]1[CH:41]=[CH:40][CH:39]=[CH:38][CH:37]=1.C(=O)([O-])[O-].[Na+].[Na+]>O1CCOCC1.CCCCCC.C(OCC)C.CN(C)C=O>[ClH:4].[ClH:4].[CH2:35]([N:42]([CH2:43][CH2:44][NH:45][C:22]([C:14]1[CH:13]([C:25]2[CH:30]=[CH:29][CH:28]=[CH:27][C:26]=2[C:31]([F:34])([F:33])[F:32])[C:12]2[C:17](=[CH:18][CH:19]=[N:20][C:11]=2[O:10][CH:7]([CH3:9])[CH3:8])[NH:16][C:15]=1[CH3:21])=[O:24])[CH3:46])[C:36]1[CH:41]=[CH:40][CH:39]=[CH:38][CH:37]=1 |f:3.4.5,10.11.12|. Procedure details: 17 ml dry dimethylformamide in 40 ml dry dioxan are cooled to 0° C. and 1.0 g (7.9 mMole) oxalyl chloride added dropwise thereto under an atmosphere of nitrogen. After 20 minutes, 2.7 g (6.9 mMole) (±)-1,4-dihydro-5-isopropoxy-2-methyl-4-(2-trifluoromethylphenyl)-1,6-naphthyridine-3-carboxylic acid (European Patent Application 173 933) are added portionwise thereto at 0° C. and the reaction mixture is warmed to 20° C. After 30 minutes at 20° C., this solution is added dropwise to a solution, coo... Reactants: C(CCC)OCCOC1=CC=C(C=C1)C=1C=CC2=C(C=C(CCN2CC(C)C)C(=O)NC2=CC(=C(C=C2)SCC2=NN=CN2CCC)C)C1 (7-[4-(2-butoxyethoxy)phenyl]-1-isobutyl-N-[3-methyl-4-[(4-propyl-4H-1,2,4-triazol-3-yl)methylthio]phenyl]-2,3-dihydro-1H-1-benzazepine-4-carboxamide), ClC1=CC(=CC=C1)C(=O)OO (3-chloroperbenzoic acid), S(=S)(=O)([O-])[O-].[Na+].[Na+] (sodium thiosulfate). The solvent is ClCCl (dichloromethane), ClCCl (dichloromethane). Conditions: temperature -78 celsius, time 1 hour. Yields the product C(CCC)OCCOC1=CC=C(C=C1)C=1C=CC2=C(C=C(CCN2CC(C)C)C(=O)NC2=CC(=C(C=C2)S(=O)CC2=NN=CN2CCC)C)C1 (7-[4-(2-butoxyethoxy)phenyl]-1-isobutyl-N-[3-methyl-4-[(4-propyl-4H-1,2,4-triazol-3-yl)methylsulfinyl]phenyl]-2,3-dihydro-1H-1-benzazepine-4-carboxamide). Yield: 78.7%. RXN SMILES: [CH2:1]([O:5][CH2:6][CH2:7][O:8][C:9]1[CH:14]=[CH:13][C:12]([C:15]2[CH:16]=[CH:17][C:18]3[N:24]([CH2:25][CH:26]([CH3:28])[CH3:27])[CH2:23][CH2:22][C:21]([C:29]([NH:31][C:32]4[CH:37]=[CH:36][C:35]([S:38][CH2:39][C:40]5[N:44]([CH2:45][CH2:46][CH3:47])[CH:43]=[N:42][N:41]=5)=[C:34]([CH3:48])[CH:33]=4)=[O:30])=[CH:20][C:19]=3[CH:49]=2)=[CH:11][CH:10]=1)[CH2:2][CH2:3][CH3:4].ClC1C=CC=C(C(OO)=[O:58])C=1.S([O-])([O-])(=O)=S.[Na+].[Na+]>ClCCl>[CH2:1]([O:5][CH2:6][CH2:7][O:8][C:9]1[CH:14]=[CH:13][C:12]([C:15]2[CH:16]=[CH:17][C:18]3[N:24]([CH2:25][CH:26]([CH3:27])[CH3:28])[CH2:23][CH2:22][C:21]([C:29]([NH:31][C:32]4[CH:37]=[CH:36][C:35]([S:38]([CH2:39][C:40]5[N:44]([CH2:45][CH2:46][CH3:47])[CH:43]=[N:42][N:41]=5)=[O:58])=[C:34]([CH3:48])[CH:33]=4)=[O:30])=[CH:20][C:19]=3[CH:49]=2)=[CH:11][CH:10]=1)[CH2:2][CH2:3][CH3:4] |f:2.3.4|. Procedure: 7-[4-(2-butoxyethoxy)phenyl]-1-isobutyl-N-[3-methyl-4-[(4-propyl-4H-1,2,4-triazol-3-yl)methylthio]phenyl]-2,3-dihydro-1H-1-benzazepine-4-carboxamide (0.67 g) was suspended in dichloromethane (100 ml) and the suspension was cooled to −78° C. A solution of 3-chloroperbenzoic acid (0.35 g) in dichloromethane (5 ml) was added dropwise to the suspension. The mixture was stirred for 1 hour at −78° C., and then, sodium thiosulfate solution was added to the mixture, and the mixture was concentrated, and... Starting materials: CN1C(=CC2=CC=C(C=C12)OC(C)=O)C1=CC=C(C=C1)OC(C)=O (1-methyl-2-(4-acetoxy-phenyl)-6-acetoxy-indole), [OH-].[Na+] (sodium hydroxide). Run in CO (methanol). Reaction conditions: time 2 hour. Product: CN1C(=CC2=CC=C(C=C12)O)C1=CC=C(C=C1)O (1-Methyl-2-(4-hydroxyphenyl)-6-hydroxy-indole). As a reaction SMILES: [CH3:1][N:2]1[C:10]2[C:5](=[CH:6][CH:7]=[C:8]([O:11]C(=O)C)[CH:9]=2)[CH:4]=[C:3]1[C:15]1[CH:20]=[CH:19][C:18]([O:21]C(=O)C)=[CH:17][CH:16]=1.[OH-].[Na+]>CO>[CH3:1][N:2]1[C:10]2[C:5](=[CH:6][CH:7]=[C:8]([OH:11])[CH:9]=2)[CH:4]=[C:3]1[C:15]1[CH:20]=[CH:19][C:18]([OH:21])=[CH:17][CH:16]=1 |f:1.2|. Procedure: 0.3 grams of 1-methyl-2-(4-acetoxy-phenyl)-6-acetoxy-indole was dissolved in 20 cc of methanol, treated under nitrogen with 3 ml of 2N aqueous sodium hydroxide and stirred for 2 hours at room temperature. After acidification with 2N hydrochloric acid, the mixture was extracted by shaking with methylene chloride, dried and the solvent removed in a vacuum, the product was brought to crystallization with a little methylene chloride. Yield: 0.21 grams, M.P. 200°-204° C. RXN SMILES: [CH2:1]([c:2]1[cH:3][cH:4][cH:5][cH:6][cH:7]1)[N:8]([CH2:9][CH2:10][OH:11])[CH3:12].[Cl:15][c:16]1[c:17]([C:18]#[N:19])[c:20]([F:24])[cH:21][cH:22][cH:23]1.[H-:13].[Na+:14].[O:25]=[CH:26][N:27]([CH3:28])[CH3:29]>>[CH2:1]([c:2]1[cH:3][cH:4][cH:5][cH:6][cH:7]1)[N:8]([CH2:9][CH2:10][O:11][c:20]1[c:17]([C:18]#[N:19])[c:16]([Cl:15])[cH:23][cH:22][cH:21]1)[CH3:12]. Reactants: CN(CCO)Cc1ccccc1, N#Cc1c(F)cccc1Cl, [H-], [Na+], CN(C)C=O. Product: CN(CCOc1cccc(Cl)c1C#N)Cc1ccccc1. Conditions: time 10 minute. Starting materials: COC=1C=C(CO)C=CC1OC (3,4-dimethoxybenzyl alcohol), P(=O)(O)([O-])[O-].[K+].[K+].C(CC(O)(C(=O)O)CC(=O)O)(=O)O (dipotassium hydrogen phosphate citric acid), NC1=C2C(C(=O)N(C2=O)O)=CC=C1 (3-amino-N-hydroxyphthalimide), P(=O)(O)(O)[O-].[K+] (potassium dihydrogen phosphate), C(CC(O)(C(=O)O)CC(=O)O)(=O)O (citric acid), aqueous solution, CCN1/C(=N/N=C/2\SC3=C(N2CC)C=CC(=C3)S(=O)(=O)[O-])/SC4=C1C=CC(=C4)S(=O)(=O)[O-].[NH4+].[NH4+] (ABTS). Reaction SMILES: P([O-])([O-])(O)=O.[K+].[K+].C(O)(=O)CC(CC(O)=O)(C(O)=O)O.P([O-])(O)(O)=O.[K+].C(O)(=O)CC(CC(O)=O)(C(O)=O)O.[CH3:40][O:41][C:42]1[CH:43]=[C:44]([CH:47]=[CH:48][C:49]=1[O:50][CH3:51])[CH2:45][OH:46].NC1C=CC=C2C(N(O)C(=O)C=12)=O.CCN1C2C=CC(S([O-])(=O)=O)=CC=2S/C/1=N\N=C1/SC2C=C(S([O-])(=O)=O)C=CC=2N/1CC.[NH4+].[NH4+]>C(O)C>[CH3:40][O:41][C:42]1[CH:43]=[C:44]([CH:47]=[CH:48][C:49]=1[O:50][CH3:51])[CH:45]=[O:46] |f:0.1.2.3,4.5,9.10.11|. The yield is 92.0%. Product: COC=1C=C(C=O)C=CC1OC (3,4-dimethoxybenzaldehyde). Reported procedure: 22 ml of a dipotassium hydrogen phosphate/citric acid buffer solution of pH 4.5 (prepared by titrating a 0.2 M potassium dihydrogen phosphate solution with a 0.1 M citric acid solution and diluting to 1/4) were treated at 45° C. with 269 mg (1.60 mmol) of 3,4-dimethoxybenzyl alcohol in 1 ml of ethanol. 32.1 mg (0.180 mmol) of 3-amino-N-hydroxyphthalimide were added with stirring. After approx. 10 minutes, the mixture was treated with 5 ml of an aqueous solution of 2 mg/ml laccase from Trametes v... Run in C(C)O (ethanol).